describe an organic reaction: reactants, conditions, products, and yield From a dataset of the Open Reaction Database (ORD), a public repository of structured organic reaction records. Starting materials: [Al+3], CCOCC, CCOC(=O)Cc1c(-c2ccccc2)sc2ccc(Cl)cc12, [H-], [H-], [H-], [H-], [Li+]. Yields the product OCCc1c(-c2ccccc2)sc2ccc(Cl)cc12. As a reaction SMILES: [Al+3:2].[CH2:29]([O:30][CH2:31][CH3:32])[CH3:33].[Cl:7][c:8]1[cH:9][c:10]2[c:11]([s:12][c:13](-[c:21]3[cH:22][cH:23][cH:24][cH:25][cH:26]3)[c:14]2[CH2:15][C:16](=[O:17])[O:18][CH2:19][CH3:20])[cH:27][cH:28]1.[H-:1].[H-:4].[H-:5].[H-:6].[Li+:3]>>[Cl:7][c:8]1[cH:9][c:10]2[c:11]([s:12][c:13](-[c:21]3[cH:22][cH:23][cH:24][cH:25][cH:26]3)[c:14]2[CH2:15][CH2:16][OH:17])[cH:27][cH:28]1.